Dataset: the Open Reaction Database (ORD), a public repository of structured organic reaction records. Task: describe an organic reaction: reactants, conditions, products, and yield Reactants: O (Water), C(C)(=O)OC(C)=O (Acetic anhydride), N1=CC=CC=C1 (pyridine), C(C#C)C1CCC(CC1)CO ((4-prop-2-ynylcyclohexyl)methan-1-ol). Run in CCOCC (ether). Conditions: time 24 hour. Yields the product C(C)(=O)OCC1CCC(CC1)CC#C ((4-prop-2-ynylcyclohexyl)methyl acetate). Isolated yield 47.0%. RXN SMILES: [C:1]([O:4][C:5](=[O:7])[CH3:6])(=O)[CH3:2].N1C=CC=CC=1.[CH2:14]([CH:17]1[CH2:22][CH2:21]C(CO)[CH2:19][CH2:18]1)[C:15]#[CH:16].O>CCOCC>[C:5]([O:4][CH2:1][CH:2]1[CH2:21][CH2:22][CH:17]([CH2:14][C:15]#[CH:16])[CH2:18][CH2:19]1)(=[O:7])[CH3:6]. Reported procedure: Acetic anhydride (0.92 mL, 8.25 mmol) and pyridine (0.2 mL, 2.5 mmol) were added to a solution of 5.3 (250 mg, 1.65 mmol) in 25 mL ether. The reaction was allowed to stir at ambient temperature for 24 hours. Water was added to the reaction and the organic was further extracted with 10% NaHCO3. The organic layer was dried with MgSO4 and evaporated. The residue was chromatographed on silica gel with EtOAc-Hexanes (5:95) to yield 5.6 (47%). The reactants are ClCCS(=O)(=O)C1=CC=C(C=C1)O (4-(2-chloro-ethanesulfonyl)-phenol), C1(=CC=C(C=C1)OC1CCNCC1)C (4-p-tolyloxy-piperidine). Yields the product C1(=CC=C(C=C1)OC1CCN(CC1)CCS(=O)(=O)C1=CC=C(C=C1)O)C (4-[2-(4-p-Tolyloxy-piperidin-1-yl)-ethanesulfonyl]-phenol). Yield: 59.0%. Reaction SMILES: Cl[CH2:2][CH2:3][S:4]([C:7]1[CH:12]=[CH:11][C:10]([OH:13])=[CH:9][CH:8]=1)(=[O:6])=[O:5].[C:14]1([CH3:27])[CH:19]=[CH:18][C:17]([O:20][CH:21]2[CH2:26][CH2:25][NH:24][CH2:23][CH2:22]2)=[CH:16][CH:15]=1>>[C:14]1([CH3:27])[CH:15]=[CH:16][C:17]([O:20][CH:21]2[CH2:26][CH2:25][N:24]([CH2:2][CH2:3][S:4]([C:7]3[CH:12]=[CH:11][C:10]([OH:13])=[CH:9][CH:8]=3)(=[O:6])=[O:5])[CH2:23][CH2:22]2)=[CH:18][CH:19]=1. Reported procedure: The title compound was prepared from 4-(2-chloro-ethanesulfonyl)-phenol and 4-p-tolyloxy-piperidine (prepared according to J. Med. Chem., 1978, 21, 309) in 59% yield as a white solid. Yields the product O1C(=CC=C1)C=C(C(=O)O)SSC(C(=O)O)=CC=1OC=CC1 (α,α'-Dithiobis[β-(2-furyl)acrylic acid]). Procedure: Iodine is added to a solution of 100 g of potassium iodide in 500 ml of water to saturation. This saturated solution is added dropwise to a solution of α-mercapto-β-(2-furyl)acrylic acid in 500 ml of acetonitrile and 30 ml of water until the color of iodine persists. The crude product which precipitates is recrystallized from methanol. M.P. 215° C. The reactants are SC(C(=O)O)=CC=1OC=CC1 (α-mercapto-β-(2-furyl)acrylic acid), II (iodine), II (Iodine), [I-].[K+] (potassium iodide). The solvent is C(C)#N (acetonitrile), O (water), O (water). RXN SMILES: II.[I-].[K+].[SH:5][C:6](=[CH:10][C:11]1[O:12][CH:13]=[CH:14][CH:15]=1)[C:7]([OH:9])=[O:8]>O.C(#N)C>[O:12]1[CH:13]=[CH:14][CH:15]=[C:11]1[CH:10]=[C:6]([S:5][S:5][C:6](=[CH:10][C:11]1[O:12][CH:13]=[CH:14][CH:15]=1)[C:7]([OH:9])=[O:8])[C:7]([OH:9])=[O:8] |f:1.2|. Reaction SMILES: [C:1]([CH3:2])([CH3:3])([CH3:4])[O:5][C:6](=[O:7])[C:8]12[CH2:9][N:10]([CH:18]([CH3:19])[c:20]3[cH:21][cH:22][cH:23][cH:24][cH:25]3)[C:11](=[O:17])[CH:12]1[CH2:13][CH:14]([F:16])[CH2:15]2.[CH2:33]([Cl:34])[Cl:35].[OH:26][C:27]([C:28]([F:29])([F:30])[F:31])=[O:32]>>[O:5]=[C:6]([OH:7])[C:8]12[CH2:9][N:10]([CH:18]([CH3:19])[c:20]3[cH:21][cH:22][cH:23][cH:24][cH:25]3)[C:11](=[O:17])[CH:12]1[CH2:13][CH:14]([F:16])[CH2:15]2. Starting materials: CC(c1ccccc1)N1CC2(C(=O)OC(C)(C)C)CC(F)CC2C1=O, ClCCl, O=C(O)C(F)(F)F. The product is CC(c1ccccc1)N1CC2(C(=O)O)CC(F)CC2C1=O. Reactants: CCCCOC(C)=O, ClCCc1cccc(Cl)c1, [K+], [K+], c1ccc2c(c1)Cn1cccc1C(C1CCNCC1)O2, O=C([O-])[O-]. Product: Clc1cccc(CCN2CCC(C3Oc4ccccc4Cn4cccc43)CC2)c1. RXN SMILES: [C:37]([O:38][CH2:39][CH2:40][CH2:41][CH3:42])(=[O:43])[CH3:44].[Cl:21][c:22]1[cH:23][c:24]([CH2:25][CH2:26][Cl:27])[cH:28][cH:29][cH:30]1.[K+:31].[K+:32].[NH:1]1[CH2:2][CH2:3][CH:4]([CH:7]2[O:8][c:9]3[c:10]([cH:17][cH:18][cH:19][cH:20]3)[CH2:11][n:12]3[c:13]2[cH:14][cH:15][cH:16]3)[CH2:5][CH2:6]1.[O-:33][C:34]([O-:35])=[O:36]>>[N:1]1([CH2:26][CH2:25][c:24]2[cH:23][c:22]([Cl:21])[cH:30][cH:29][cH:28]2)[CH2:2][CH2:3][CH:4]([CH:7]2[O:8][c:9]3[c:10]([cH:17][cH:18][cH:19][cH:20]3)[CH2:11][n:12]3[c:13]2[cH:14][cH:15][cH:16]3)[CH2:5][CH2:6]1. The reactants are CCCCCC (hexane), C(C)(=O)N[C@H]1[C@H](O[C@@H]([C@@H]([C@@H]1OC(C)=O)OC(C)=O)COC(C)=O)Cl (2-acetamido-3,4,6-tri-O-acetyl-1-chloro-1,2-dideoxy-a-D-galactopyranose), [N-]=[N+]=[N-].[Na+] (sodium azide), ClCCl (dichloromethane), ice. Solvent: C(C)(=O)OCC (ethyl acetate), C(=O)N (formamide). Conditions: time 24 hour. Product: C(C)(=O)N[C@H]1[C@H](O[C@@H]([C@@H]([C@@H]1OC(C)=O)OC(C)=O)COC(C)=O)N=[N+]=[N-] (2-acetamido-3,4,6-tri-O-acetyl-1-azido-1,2-dideoxy-a-D-galactopyranose). RXN SMILES: [C:1]([NH:4][C@@H:5]1[C@@H:10]([O:11][C:12](=[O:14])[CH3:13])[C@@H:9]([O:15][C:16](=[O:18])[CH3:17])[C@@H:8]([CH2:19][O:20][C:21](=[O:23])[CH3:22])[O:7][C@@H:6]1Cl)(=[O:3])[CH3:2].[N-:25]=[N+:26]=[N-:27].[Na+].ClCCl.CCCCCC>C(N)=O.C(OCC)(=O)C>[C:1]([NH:4][C@@H:5]1[C@@H:10]([O:11][C:12](=[O:14])[CH3:13])[C@@H:9]([O:15][C:16](=[O:18])[CH3:17])[C@@H:8]([CH2:19][O:20][C:21](=[O:23])[CH3:22])[O:7][C@@H:6]1[N:25]=[N+:26]=[N-:27])(=[O:3])[CH3:2] |f:1.2|. Procedure: Compound 46 (950 mg) was added to a precooled solution of 1 g of sodium azide in 10 mL formamide. The mixture was stirred at room temperature for 24 hr. The reaction mixture was poured into a mixture of 50 mL of dichloromethane and 50 g of ice. The dichloromethane layer was collected and dried and the solvent was removed to give a gum. The gum was dissolved in 2 mL ethyl acetate and added dropwise to 100 mL hexane. Crystals of 2-acetamido-3,4,6-tri-O-acetyl-1-azido-1,2-dideoxy-a-D-galactopyranos... Reactants: ice water, ClC1=C(C(N(C=C1)C(C)C(C)C)=O)C=O (4-chloro-1-(3-methylbutan-2-yl)-2-oxo-1,2-dihydropyridine-3-carbaldehyde), Cl.NO (hydroxylamine hydrochloride), C(C)(=O)[O-].[Na+] (sodium acetate). Solvent: CO.O (methanol water). Conditions: temperature 75 celsius. The product is ClC1=C(C(N(C=C1)C(C)C(C)C)=O)C=NO (4-chloro-3-((hydroxyimino)methyl)-1-(3-methylbutan-2-yl)pyridin-2(1H)-one). Isolated yield 76.9%. Reaction SMILES: [Cl:1][C:2]1[CH:7]=[CH:6][N:5]([CH:8]([CH:10]([CH3:12])[CH3:11])[CH3:9])[C:4](=[O:13])[C:3]=1[CH:14]=O.Cl.[NH2:17][OH:18].C([O-])(=O)C.[Na+]>CO.O>[Cl:1][C:2]1[CH:7]=[CH:6][N:5]([CH:8]([CH:10]([CH3:12])[CH3:11])[CH3:9])[C:4](=[O:13])[C:3]=1[CH:14]=[N:17][OH:18] |f:1.2,3.4,5.6|. Procedure: A mixture of 4-chloro-1-(3-methylbutan-2-yl)-2-oxo-1,2-dihydropyridine-3-carbaldehyde obtained in Step C (400 mg), hydroxylamine hydrochloride (244 mg) and sodium acetate (288 mg) in methanol/water (4:1, 6.0 mL) was heated at 75° C. for 1 hr, and cooled to room temperature. The reaction mixture was poured into ice water, and the resulting solid was collected by filtration, washed with water, and dried under reduced pressure to give the title compound (328 mg). Reactants: C1(=CC=CC=C1)C=1C(=NC=C(C#N)C1)C1=CC=C(C=C1)CNCC1=CC=C(C=C1)C=1N=NSC1 (5-phenyl-6-[4({[4-(1,2,3-thiadiazol-4-yl)benzyl]amino}methyl)phenyl]nicotinonitrile), [N-]=[N+]=[N-].[Na+].O (NaN3 water). Reagents/catalysts: [Zn+2].[Br-].[Br-].O (ZnBr2 water). The product is C1(=CC=CC=C1)C=1C(=NC=C(C1)C1=NN=NN1)C1=CC=C(C=C1)CNCC1=CC=C(C=C1)C=1N=NSC1 (1-{4-[3-phenyl-5-(1H-tetrazol-5-yl)pyridin-2-yl]phenyl}-N-[4-(1,2,3-thiadiazol-4-yl)benzyl]methanamine). RXN SMILES: [C:1]1([C:7]2[C:8]([C:15]3[CH:20]=[CH:19][C:18]([CH2:21][NH:22][CH2:23][C:24]4[CH:29]=[CH:28][C:27]([C:30]5[N:31]=[N:32][S:33][CH:34]=5)=[CH:26][CH:25]=4)=[CH:17][CH:16]=3)=[N:9][CH:10]=[C:11]([CH:14]=2)[C:12]#[N:13])[CH:6]=[CH:5][CH:4]=[CH:3][CH:2]=1.[N-:35]=[N+:36]=[N-:37].[Na+].O>[Zn+2].[Br-].[Br-].O>[C:1]1([C:7]2[C:8]([C:15]3[CH:16]=[CH:17][C:18]([CH2:21][NH:22][CH2:23][C:24]4[CH:29]=[CH:28][C:27]([C:30]5[N:31]=[N:32][S:33][CH:34]=5)=[CH:26][CH:25]=4)=[CH:19][CH:20]=3)=[N:9][CH:10]=[C:11]([C:12]3[NH:37][N:36]=[N:35][N:13]=3)[CH:14]=2)[CH:6]=[CH:5][CH:4]=[CH:3][CH:2]=1 |f:1.2.3,4.5.6.7|. Procedure details: A mixture of 5-phenyl-6-[4({[4-(1,2,3-thiadiazol-4-yl)benzyl]amino}methyl)phenyl]nicotinonitrile (1-5; TFA salt) (69 mg, 0.1 mmol), 2M of NaN3 water solution (0.75 mL, 1.5 mmol), 2M of ZnBr2 water solution (0.5 mL, 1.0 mmol) was microwaved (Smith-Synthesizer) at 165° C. for 15 min. After this time, the solution was concentrated. The residue was re-dissolved in DMSO (1 mL) and purified by LCMS to afford the pure desired product (TFA salt) as a slightly yellow solid (1-6). Analytical LCMS: single ... The reactants are CO, COC=O, [N-]=[N+]=[N-], [Na+], O, c1ccc(CCCCOCC2CO2)cc1. The product is [N-]=[N+]=NCC(O)COCCCCc1ccccc1. As a reaction SMILES: [CH3:24][OH:25].[CH:20]([O:21][CH3:22])=[O:23].[N-:17]=[N+:18]=[N-:19].[Na+:16].[OH2:26].[c:1]1([CH2:7][CH2:8][CH2:9][CH2:10][O:11][CH2:12][CH:13]2[O:14][CH2:15]2)[cH:2][cH:3][cH:4][cH:5][cH:6]1>>[c:1]1([CH2:7][CH2:8][CH2:9][CH2:10][O:11][CH2:12][CH:13]([OH:14])[CH2:15][N:17]=[N+:18]=[N-:19])[cH:2][cH:3][cH:4][cH:5][cH:6]1.